From a dataset of the Open Reaction Database (ORD), a public repository of structured organic reaction records. describe an organic reaction: reactants, conditions, products, and yield The reactants are FC1=C(C=C(C=C1)F)[C@@H]1N(CCC1)C1=NC=2N(C=C1)N=CC2N ((R)-5-(2-(2,5-difluorophenyl)pyrrolidin-1-yl)pyrazolo[1,5-a]pyrimidin-3-amine), N(=C=O)C1=CC=CC=C1 (isocyanatobenzene). Run in C(Cl)Cl (DCM). Run at time 5 minute. Yields the product FC1=C(C=C(C=C1)F)[C@@H]1N(CCC1)C1=NC=2N(C=C1)N=CC2NC(=O)NC2=CC=CC=C2 ((R)-1-(5-(2-(2,5-difluorophenyl)pyrrolidin-1-yl)pyrazolo[1,5-a]pyrimidin-3-yl)-3-phenylurea). Yield: 87.4%. Reaction SMILES: [F:1][C:2]1[CH:7]=[CH:6][C:5]([F:8])=[CH:4][C:3]=1[C@H:9]1[CH2:13][CH2:12][CH2:11][N:10]1[C:14]1[CH:19]=[CH:18][N:17]2[N:20]=[CH:21][C:22]([NH2:23])=[C:16]2[N:15]=1.[N:24]([C:27]1[CH:32]=[CH:31][CH:30]=[CH:29][CH:28]=1)=[C:25]=[O:26]>C(Cl)Cl>[F:1][C:2]1[CH:7]=[CH:6][C:5]([F:8])=[CH:4][C:3]=1[C@H:9]1[CH2:13][CH2:12][CH2:11][N:10]1[C:14]1[CH:19]=[CH:18][N:17]2[N:20]=[CH:21][C:22]([NH:23][C:25]([NH:24][C:27]3[CH:32]=[CH:31][CH:30]=[CH:29][CH:28]=3)=[O:26])=[C:16]2[N:15]=1. Procedure details: To a DCM (0.8 mL) solution of (R)-5-(2-(2,5-difluorophenyl)pyrrolidin-1-yl)pyrazolo[1,5-a]pyrimidin-3-amine (Preparation B; 25 mg, 0.079 mmol) was added isocyanatobenzene (19 mg, 0.16 mmol) at ambient temperature drop-wise. The reaction was stirred for 5 minutes then concentrated, and the residue was directly purified by reverse-phase column chromatography, eluting with 5 to 60% acetonitrile/water to yield the final product as a pale-yellowish solid (30 mg, 87% yield). MS (apci) m/z=435.2 (M+H).